This data is from the Open Reaction Database (ORD), a public repository of structured organic reaction records. The task is: describe an organic reaction: reactants, conditions, products, and yield Reactants: COC(=O)c1cc(C(=O)O)nn1-c1ccc(OC)cc1, CCO, CCN(C(C)C)C(C)C, O=S(Cl)Cl. The product is CCOC(=O)c1cc(C(=O)OC)n(-c2ccc(OC)cc2)n1. Reaction SMILES: [CH3:1][O:2][c:3]1[cH:4][cH:5][c:6](-[n:9]2[n:10][c:11]([C:18](=[O:19])[OH:20])[cH:12][c:13]2[C:14](=[O:15])[O:16][CH3:17])[cH:7][cH:8]1.[CH3:30][CH2:31][OH:32].[CH:21]([CH3:22])([N:23]([CH:24]([CH3:25])[CH3:26])[CH2:27][CH3:28])[CH3:29].[S:33]([Cl:34])([Cl:35])=[O:36]>>[CH3:1][O:2][c:3]1[cH:4][cH:5][c:6](-[n:9]2[n:10][c:11]([C:18](=[O:19])[O:20][CH2:21][CH3:22])[cH:12][c:13]2[C:14](=[O:15])[O:16][CH3:17])[cH:7][cH:8]1.